Dataset: the Open Reaction Database (ORD), a public repository of structured organic reaction records. Task: describe an organic reaction: reactants, conditions, products, and yield Starting materials: C(C1=CC=CC=C1)(=O)OC1C(N(C2=CC=C(C=C12)C)CC)=O (1-ethyl-5-methyl-2-oxoindolin-3-yl benzoate), Cl (HCl), [Li+].C[Si](C)(C)[N-][Si](C)(C)C (LiHMDS), COC=1C=C(CCl)C=C(C1OC)OC (3,4,5 trimethoxybenzyl chloride). Solvent: C(C)(=O)OCC (ethyl acetate). Conditions: time 8 hour. Yields the product C(C1=CC=CC=C1)(=O)OC1(C(N(C2=CC=C(C=C12)C)CC)=O)CC1=CC(=C(C(=C1)OC)OC)OC (1-ethyl-5-methyl-2-oxo-3-(3,4,5-trimethoxybenzyl)indolin-3-yl benzoate). RXN SMILES: [C:1]([O:9][CH:10]1[C:18]2[C:13](=[CH:14][CH:15]=[C:16]([CH3:19])[CH:17]=2)[N:12]([CH2:20][CH3:21])[C:11]1=[O:22])(=[O:8])[C:2]1[CH:7]=[CH:6][CH:5]=[CH:4][CH:3]=1.[Li+].C[Si]([N-][Si](C)(C)C)(C)C.[CH3:33][O:34][C:35]1[CH:36]=[C:37]([CH:40]=[C:41]([O:45][CH3:46])[C:42]=1[O:43][CH3:44])[CH2:38]Cl.Cl>C(OCC)(=O)C>[C:1]([O:9][C:10]1([CH2:38][C:37]2[CH:40]=[C:41]([O:45][CH3:46])[C:42]([O:43][CH3:44])=[C:35]([O:34][CH3:33])[CH:36]=2)[C:18]2[C:13](=[CH:14][CH:15]=[C:16]([CH3:19])[CH:17]=2)[N:12]([CH2:20][CH3:21])[C:11]1=[O:22])(=[O:8])[C:2]1[CH:3]=[CH:4][CH:5]=[CH:6][CH:7]=1 |f:1.2|. Procedure details: To an oven dried flask cooled under argon equipped with a stir bar was added 1-ethyl-5-methyl-2-oxoindolin-3-yl benzoate (0.05 grams, 0.17 mmol, 0.5 M in toluene). While stirring at room temperature LiHMDS (0.3 mL, 0.3 mmol, 1.0 M, purchased from Fisher Scientific) was added. After approximately ten minutes a solution of 3,4,5 trimethoxybenzyl chloride (0.0553 grams, 0.26 mmol, purchased from Aldrich, 0.5 M in anhydrous DMF) was added. The reaction continued to stir overnight. The next day the r... Yield: 32.5%. Run at time 30 minute. The solvent is C(Cl)Cl (DCM). The product is S1C(=NC=C1)S(=O)(=O)CC1CN(C1)CC1=NSC2=C1C=CC=C2 (3-({3-[(1,3-Thiazol-2-ylsulfonyl)methyl]azetidin-1-yl}methyl)-1,2-benzisothiazole). Procedure: tert-Butyl 3-[(1,3-thiazol-2-ylsulfonyl)methyl]azetidine-1-carboxylate (51 mg, 0.16 mmol) was dissolved in DCM (0.5 mL) and TFA (0.5 mL) was added. The resulting mixture was stirred for 30 min. then concentrated in vacuo. The residual oil was taken up in MeOH (2 mL), then NaCNBH3 (16.2 mg, 0.26 mmol) and 1,2-benzisothiazole-3-carbaldehyde (28.6 mg, 0.18 mmol) [prepared by the method of T. Hasegawa, Y. Akiyama, T. Imai, E. Sato, Y. Yamamoto, J. Tanaka, H. Nagaso, K. Fuji, K. Murase, M. Shiiyama, ... Reactants: S1C(=NC=C1)S(=O)(=O)CC1CN(C1)C(=O)OC(C)(C)C (tert-Butyl 3-[(1,3-thiazol-2-ylsulfonyl)methyl]azetidine-1-carboxylate), [BH3-]C#N.[Na+] (NaCNBH3), S1N=C(C2=C1C=CC=C2)C=O (1,2-benzisothiazole-3-carbaldehyde), C(=O)(C(F)(F)F)O (TFA). As a reaction SMILES: [S:1]1[CH:5]=[CH:4][N:3]=[C:2]1[S:6]([CH2:9][CH:10]1[CH2:13][N:12]([C:14](OC(C)(C)C)=O)[CH2:11]1)(=[O:8])=[O:7].C(O)(C(F)(F)F)=O.[BH3-]C#N.[Na+].[S:32]1[C:36]2[CH:37]=[CH:38][CH:39]=[CH:40][C:35]=2[C:34](C=O)=[N:33]1>C(Cl)Cl>[S:1]1[CH:5]=[CH:4][N:3]=[C:2]1[S:6]([CH2:9][CH:10]1[CH2:11][N:12]([CH2:14][C:34]2[C:35]3[CH:40]=[CH:39][CH:38]=[CH:37][C:36]=3[S:32][N:33]=2)[CH2:13]1)(=[O:7])=[O:8] |f:2.3|. The reactants are COC(CNC([C@@H](NC(=O)OC(C)(C)C)COCC#C)=O)=O (N-tert-butoxycarbonyl-O-propargyl L-seryl glycine methyl ester), C(=O)(C(F)(F)F)O (TFA), C(=O)(C(F)(F)F)O (TFA). The solvent is C(Cl)Cl (CH2Cl2). The product is COC(CNC([C@@H](N)COC#CC)=O)=O (O-Propynyl L-Seryl Glycine Methyl Ester). The yield is 65.5%. Reaction SMILES: [CH3:1][O:2][C:3](=[O:22])[CH2:4][NH:5][C:6](=[O:21])[C@H:7]([CH2:16][O:17][CH2:18][C:19]#[CH:20])[NH:8]C(OC(C)(C)C)=O.C(O)(C(F)(F)F)=O>C(Cl)Cl>[CH3:1][O:2][C:3](=[O:22])[CH2:4][NH:5][C:6](=[O:21])[C@H:7]([CH2:16][O:17][C:18]#[C:19][CH3:20])[NH2:8]. Reported procedure: N-tert-butoxycarbonyl-O-propargyl L-seryl glycine methyl ester (6.17 g, 19.6 mmol) was treated with a 50% (v/v) solution of TFA in CH2Cl2 (50 mL). The reaction mixture was stirred for 1 h 20 min before the solvent and bulk of excess TFA was evaporated. The residue was dissolved in H2O (50 mL) and the solution washed with Et2O (3×25 mL). The pH was regulated to pH 10-11 and the solution extracted with CH2Cl2 (3×100 mL). The combined organic extracts were dried with anhydrous MgSO4 and the solvent... Reactants: O=C([O-])[O-], CNC1CCCCC1NC, [Cu]I, Fc1ccc(I)cc1, [K+], [K+], CN(C)C=O, Nc1cccc2[nH]ncc12. Product: Nc1cccc2c1cnn2-c1ccc(F)cc1. As a reaction SMILES: [C:11](=[O:12])([O-:13])[O-:14].[CH3:17][NH:18][CH:19]1[CH2:20][CH2:21][CH2:22][CH2:23][CH:24]1[NH:25][CH3:26].[Cu:40][I:41].[F:27][c:28]1[cH:29][cH:30][c:31]([I:34])[cH:32][cH:33]1.[K+:15].[K+:16].[O:35]=[CH:36][N:37]([CH3:38])[CH3:39].[nH:1]1[n:2][cH:3][c:4]2[c:5]([NH2:10])[cH:6][cH:7][cH:8][c:9]12>>[n:1]1(-[c:31]2[cH:30][cH:29][c:28]([F:27])[cH:33][cH:32]2)[n:2][cH:3][c:4]2[c:5]([NH2:10])[cH:6][cH:7][cH:8][c:9]12.